From a dataset of the Open Reaction Database (ORD), a public repository of structured organic reaction records. describe an organic reaction: reactants, conditions, products, and yield Reactants: N1CCOCCOCCOCCOCCOCC1 (1-aza-4,7,10,13,16-pentaoxacyclooctadecane), C(C(C)(C)C)(=O)Cl (pivalyl chloride). Product: C(C)(C)(C)C(=O)N1CCOCCOCCOCCOCCOCC1 (1-(Tert.-butylcarbonyl)-1-aza-4,7,10,13,16-pentaoxacyclooctadecane). Reaction SMILES: [NH:1]1[CH2:18][CH2:17][O:16][CH2:15][CH2:14][O:13][CH2:12][CH2:11][O:10][CH2:9][CH2:8][O:7][CH2:6][CH2:5][O:4][CH2:3][CH2:2]1.[C:19](Cl)(=[O:24])[C:20]([CH3:23])([CH3:22])[CH3:21]>>[C:20]([C:19]([N:1]1[CH2:18][CH2:17][O:16][CH2:15][CH2:14][O:13][CH2:12][CH2:11][O:10][CH2:9][CH2:8][O:7][CH2:6][CH2:5][O:4][CH2:3][CH2:2]1)=[O:24])([CH3:23])([CH3:22])[CH3:21]. Procedure details: Analogously to Example 14 from 1-aza-4,7,10,13,16-pentaoxacyclooctadecane and pivalyl chloride. The reactants are O1C(=COC2=C1C=CC=C2)C2=C(C(N(C2=O)C)=O)C2=CN(C1=CC=CC=C21)C(=O)OC(C)(C)C (tert-Butyl 3-[4-(1,4-benzodioxin-2-yl)-1-methyl-2,5-dioxo-2,5-dihydro-1H-pyrrol-3-yl]-1H-indole-1-carboxylate), II (iodine). The solvent is C1(=CC=CC=C1)C (toluene), C(C)(=O)OCC (ethyl acetate). The product is CN1C(C=2C3=C(C=4N(C5=CC=CC=C5C4C2C1=O)C(=O)OC(C)(C)C)OC1=C(O3)C=CC=C1)=O (tert-Butyl 7-methyl-6,8-dioxo-7,8-dihydro[1,4]benzodioxino[2,3-a]-pyrrolo[3,4-c]carbazole-13(6H)-carboxylate). As a reaction SMILES: [O:1]1[C:6]2[CH:7]=[CH:8][CH:9]=[CH:10][C:5]=2[O:4][CH:3]=[C:2]1[C:11]1[C:15](=[O:16])[N:14]([CH3:17])[C:13](=[O:18])[C:12]=1[C:19]1[C:27]2[C:22](=[CH:23][CH:24]=[CH:25][CH:26]=2)[N:21]([C:28]([O:30][C:31]([CH3:34])([CH3:33])[CH3:32])=[O:29])[CH:20]=1.II>C1(C)C=CC=CC=1.C(OCC)(=O)C>[CH3:17][N:14]1[C:13](=[O:18])[C:12]2[C:19]3[C:27]4[C:22](=[CH:23][CH:24]=[CH:25][CH:26]=4)[N:21]([C:28]([O:30][C:31]([CH3:34])([CH3:33])[CH3:32])=[O:29])[C:20]=3[C:3]3[O:4][C:5]4[CH:10]=[CH:9][CH:8]=[CH:7][C:6]=4[O:1][C:2]=3[C:11]=2[C:15]1=[O:16]. Reported procedure: 218.1 μmol of the compound obtained in Step A above and 5.91 mmol of double-sublimed iodine are dissolved in 500 ml of toluene inside the cell of an irradiation apparatus. After irradiating for 30 minutes, with stirring, the reaction mixture is cooled and then diluted with ethyl acetate. Washing with 80 ml of 20% aqueous sodium thiosulphate solution is carried out until the organic phase is decolourised. The aqueous phase is extracted with ethyl acetate three times, and then the organic phases a...